Dataset: the Open Reaction Database (ORD), a public repository of structured organic reaction records. Task: describe an organic reaction: reactants, conditions, products, and yield The reactants are [K] (potassium), CCSC(=O)N(CC(C)C)CC(C)C (butylate), CS(=O)(=O)OCCC1=CC=CC2=CC=C(C=C12)OC (2-(7-Methoxy-1-naphthyl)ethyl methanesulphonate). Product: COC1=CC=C2C=CC=C(C2=C1)C=C (7-Methoxy-1-vinylnaphthalene). Procedure details: The compound obtained in Step A (21.4 mmol) is dissolved in 120 ml of tetrahydrofuran, and potassium tent-butylate (64.2 mmol) is added in small portions. After stirring for 30 minutes at ambient temperature, the reaction mixture is evaporated to dryness. The residue obtained is taken up in 150 ml of water and the aqueous phase is extracted twice with 60 ml of diethyl ether. The organic phase is washed with water, dried over magnesium sulphate, decolourised on vegetable carbon and evaporated. Th... Run at time 30 minute. Reaction SMILES: CS(O[CH2:6][CH2:7][C:8]1[C:17]2[C:12](=[CH:13][CH:14]=[C:15]([O:18][CH3:19])[CH:16]=2)[CH:11]=[CH:10][CH:9]=1)(=O)=O.[K].CCSC(N(CC(C)C)CC(C)C)=O>O1CCCC1.O>[CH3:19][O:18][C:15]1[CH:16]=[C:17]2[C:12]([CH:11]=[CH:10][CH:9]=[C:8]2[CH:7]=[CH2:6])=[CH:13][CH:14]=1 |^1:19|. Run in O (water), O1CCCC1 (tetrahydrofuran). The reactants are C1(CCCCCC1)=O (cycloheptanone), NC1(CC(CC(C1)C)(C)C)OO (1-amino-3,3,5-trimethylcyclohexyl hydroperoxide), C(C)(=O)[O-].[NH4+] (ammonium acetate). The solvent is C(C)O (ethanol). Conditions: time 8 hour. The product is C1(CCCCCC1)=O (cycloheptanone), CC1CC(=O)CC(C1)(C)C (dihydroisophorone). As a reaction SMILES: [C:1]1(=[O:8])[CH2:7][CH2:6][CH2:5][CH2:4][CH2:3][CH2:2]1.C([O-])(=O)C.[NH4+].N[C:15]1([O:24]O)[CH2:20][CH:19]([CH3:21])[CH2:18][C:17]([CH3:23])([CH3:22])[CH2:16]1>C(O)C>[C:1]1(=[O:8])[CH2:7][CH2:6][CH2:5][CH2:4][CH2:3][CH2:2]1.[CH3:21][CH:19]1[CH2:18][C:17]([CH3:23])([CH3:22])[CH2:16][C:15](=[O:24])[CH2:20]1 |f:1.2|. Reported procedure: To a stirred mixture of cycloheptanone (73.2 g.) and ethanol (200 cc.), containing ammonium acetate (6.4 g.) and kept at or below 0°C was added 1-amino-3,3,5-trimethylcyclohexyl hydroperoxide (69.2 g.; 76% pure). After the solid had dissolved (5 hours) the solution was stored at 0°C overnight and the product worked up as in the previous Examples. There were obtained unreacted cycloheptanone, and dihydroisophorone, and fractions (57.5 g.) b.p. 124° - 130°/0.3 mm.Hg., peroxide equivalent 283, perc... The reactants are ClC=1C=C(C(=O)NC=2C=CC(=NC2)OC2=CC=C(C=C2)CCCCC(=O)OCC)C=CC1Cl (ethyl 5-{4-[5-(3,4-dichloro-benzoylamino)pyridin-2-yloxy]phenyl}pentanoate), [BH4-].[Na+] (sodium borohydride), Cl (hydrochloric acid). The solvent is C1CCOC1 (THF). Product: ClC=1C=C(C(=O)NC=2C=NC(=CC2)OC2=CC=C(C=C2)CCCCCO)C=CC1Cl (3,4-dichloro-N-{6-[4-(5-hydroxypentyl)-phenoxy]pyridin-3-yl}benzamide). RXN SMILES: [Cl:1][C:2]1[CH:3]=[C:4]([CH:30]=[CH:31][C:32]=1[Cl:33])[C:5]([NH:7][C:8]1[CH:9]=[CH:10][C:11]([O:14][C:15]2[CH:20]=[CH:19][C:18]([CH2:21][CH2:22][CH2:23][CH2:24][C:25](OCC)=[O:26])=[CH:17][CH:16]=2)=[N:12][CH:13]=1)=[O:6].[BH4-].[Na+].Cl>C1COCC1>[Cl:1][C:2]1[CH:3]=[C:4]([CH:30]=[CH:31][C:32]=1[Cl:33])[C:5]([NH:7][C:8]1[CH:13]=[N:12][C:11]([O:14][C:15]2[CH:20]=[CH:19][C:18]([CH2:21][CH2:22][CH2:23][CH2:24][CH2:25][OH:26])=[CH:17][CH:16]=2)=[CH:10][CH:9]=1)=[O:6] |f:1.2|. Procedure details: To a solution of ethyl 5-{4-[5-(3,4-dichloro-benzoylamino)pyridin-2-yloxy]phenyl}pentanoate (8.79 g, 18.0 mmol) in THF (140 mL) was added sodium borohydride (3.14 g, 144 mmol), and the resulting solution was refluxed for 3 hours under a nitrogen atmosphere. The resulting reaction solution was cooled with ice, and treated with 1 N hydrochloric acid. The resulting solution was extracted with ethyl acetate. The ethyl acetate layer was washed with a saturated sodium bicarbonate solution and brine. T... Reactants: C1COC2(CCC(CC2)=O)O1 (1,4-cyclohexanedione mono-ethylene ketal), [N+](=O)([O-])C (nitromethane), [O-]CC.[Na+] (sodium ethoxide). Solvent: C(C)O (ethanol), C(C)O (ethanol). Run at time 5 day. Yields the product [N+](=O)([O-])CC1(CCC2(OCCO2)CC1)O (8-(nitromethyl)-1,4-dioxaspiro[4.5]decan-8-ol). The yield is 40.0%. Reaction SMILES: [CH2:1]1[O:11][C:4]2([CH2:9][CH2:8][C:7](=[O:10])[CH2:6][CH2:5]2)[O:3][CH2:2]1.[N+:12]([CH3:15])([O-:14])=[O:13].[O-]CC.[Na+]>C(O)C>[N+:12]([CH2:15][C:7]1([OH:10])[CH2:6][CH2:5][C:4]2([O:3][CH2:2][CH2:1][O:11]2)[CH2:9][CH2:8]1)([O-:14])=[O:13] |f:2.3|. Procedure details: To a solution of 1,4-cyclohexanedione mono-ethylene ketal (30.0 g, 192 mmol) and nitromethane (15.6 mL, 288 mmol) in ethanol (18 mL) was added a solution of sodium ethoxide in ethanol (2.67 M, 3.4 mL, 9.6 mmol). The solution was stirred at room temperature (rt) for 5 days (d), then was concentrated under reduced pressure to a brown oil that was partitioned between water (100 mL) and dichloromethane (100 mL). The aqueous layer was extracted with dichloromethane (3×100 mL). The organic layers were... Reactants: FC1=NC(=CC(=C1)CN1C(NC(C(=C1OC=1C=C(C=O)C=C(C1)C)C(C)C)=O)=O)NCC1=CC=C(C=C1)OC (3-{3-[2-fluoro-6-(4-methoxy-benzylamino)-pyridin-4-ylmethyl]-5-isopropyl-2,6-dioxo-1,2,3,6-tetrahydro-pyrimidin-4-yloxy}-5-methyl-benzaldehyde), C(#N)CP(OCC)(OCC)=O (diethyl cyanomethyl-phosphonate), CC(C)([O-])C.[K+] (potassium t-butoxide). Run in CC(OCC)=O (EA), C1CCOC1 (THF). Run at time 1 hour. Yields the product FC1=NC(=CC(=C1)CN1C(NC(C(=C1OC=1C=C(C=C(C1)C)C=CC#N)C(C)C)=O)=O)NCC1=CC=C(C=C1)OC (3-(3-{3-[2-Fluoro-6-(4-methoxy-benzylamino)-pyridin-4-ylmethyl]-5-isopropyl-2,6-dioxo-1,2,3,6-tetrahydro-pyrimidin-4-yloxy}-5-methyl-phenyl)-acrylonitrile). The yield is 80.1%. Reaction SMILES: [F:1][C:2]1[CH:7]=[C:6]([CH2:8][N:9]2[C:14]([O:15][C:16]3[CH:17]=[C:18]([CH:21]=[C:22]([CH3:24])[CH:23]=3)[CH:19]=O)=[C:13]([CH:25]([CH3:27])[CH3:26])[C:12](=[O:28])[NH:11][C:10]2=[O:29])[CH:5]=[C:4]([NH:30][CH2:31][C:32]2[CH:37]=[CH:36][C:35]([O:38][CH3:39])=[CH:34][CH:33]=2)[N:3]=1.[C:40]([CH2:42]P(=O)(OCC)OCC)#[N:41].CC(C)([O-])C.[K+]>C1COCC1.CC(=O)OCC>[F:1][C:2]1[CH:7]=[C:6]([CH2:8][N:9]2[C:14]([O:15][C:16]3[CH:17]=[C:18]([CH:19]=[CH:42][C:40]#[N:41])[CH:21]=[C:22]([CH3:24])[CH:23]=3)=[C:13]([CH:25]([CH3:27])[CH3:26])[C:12](=[O:28])[NH:11][C:10]2=[O:29])[CH:5]=[C:4]([NH:30][CH2:31][C:32]2[CH:33]=[CH:34][C:35]([O:38][CH3:39])=[CH:36][CH:37]=2)[N:3]=1 |f:2.3|. Procedure details: To a stirred solution of 3-{3-[2-fluoro-6-(4-methoxy-benzylamino)-pyridin-4-ylmethyl]-5-isopropyl-2,6-dioxo-1,2,3,6-tetrahydro-pyrimidin-4-yloxy}-5-methyl-benzaldehyde (533 mg, 1 mmol) and diethyl cyanomethyl-phosphonate (162 μl, 1 mmol) in THF (10 ml) at 0° C. (ice bath) under nitrogen atmosphere, was added potassium t-butoxide (224 mg, 2 mmol). After stirring for 1 hr., the mixture was stirred for overnight at room temperature. The mixture was then diluted with EA, washed with aqueous saturate... Reactants: COC(C1=C(C=C(C=C1Cl)C#N)Cl)=O (2,6-dichloro-4-cyanobenzoic acid methylester), N(=[N+]=[N-])[Sn](CCCC)(CCCC)CCCC (azidotributyltin). Solvent: C1(=CC=CC=C1)C (toluene). Reaction conditions: temperature 100 celsius, time 3 day. Product: COC(C1=C(C=C(C=C1Cl)C1=NN=NN1)Cl)=O (2,6-dichloro-4-tetrazolylbenzoic Acid Methylester). RXN SMILES: [CH3:1][O:2][C:3](=[O:14])[C:4]1[C:9]([Cl:10])=[CH:8][C:7]([C:11]#[N:12])=[CH:6][C:5]=1[Cl:13].[N:15]([Sn](CCCC)(CCCC)CCCC)=[N+:16]=[N-:17]>C1(C)C=CC=CC=1>[CH3:1][O:2][C:3](=[O:14])[C:4]1[C:5]([Cl:13])=[CH:6][C:7]([C:11]2[NH:17][N:16]=[N:15][N:12]=2)=[CH:8][C:9]=1[Cl:10]. Reported procedure: The mixture of 185 mg of 2,6-dichloro-4-cyanobenzoic acid methylester, 266 mg of azidotributyltin and 5 ml of toluene was stirred at 100° C. for 3 days. The reaction mixture was concentrated and diluted with ethyl acetate. After Celite filtration, the filtrate was concentrated and the residue was purified by reverse phase HPLC to obtain the title compound. Reactants: ClCCl, CN(C)C=O, Cc1cnc(C(=O)O)cn1, CC(C)=O, O=C(Cl)C(=O)Cl, [N-]=[N+]=[N-], [Na+], O. Product: Cc1cnc(C(=O)N=[N+]=[N-])cn1. Reaction SMILES: [CH2:26]([Cl:27])[Cl:28].[CH3:17][N:18]([CH3:19])[CH:20]=[O:21].[CH3:1][c:2]1[n:3][cH:4][c:5]([C:8](=[O:9])[OH:10])[n:6][cH:7]1.[CH3:29][C:30](=[O:31])[CH3:32].[Cl:11][C:12]([C:13]([Cl:14])=[O:15])=[O:16].[N-:23]=[N+:24]=[N-:25].[Na+:22].[OH2:33]>>[CH3:1][c:2]1[n:3][cH:4][c:5]([C:8](=[O:10])[N:23]=[N+:24]=[N-:25])[n:6][cH:7]1. The reactants are C(C)OC([C@H](CC1=CC=C(C=C1)OCC(=O)O)OC)=O ((2S)-3-(4-carboxymethoxy-phenyl)-2-methoxy-propionic acid ethyl ester), C(CCCCC)N (hexylamine), C(C)O[C@H](C(=O)O)CC1=CC=C(C=C1)O[C@H](C)C(NCCC1=CC=C(C=C1)OC1=CC=CC=C1)=O ((2S,1R)-2-Ethoxy-3-(4-{1-[2-(4-phenoxy-phenyl)-ethylcarbamoyl]-ethoxy}-phenyl)-propionic acid). Yields the product C(CCCCC)NC(=O)COC1=CC=C(C=C1)C[C@@H](C(=O)O)OC ((2S)-3-(4-hexylcarbamoylmethoxy-phenyl)-2-methoxy-propionic acid). RXN SMILES: C(OC(=O)[C@@H](OC)CC1C=CC(OCC(O)=O)=CC=1)C.C(N)CCCCC.[CH2:28]([O:30][C@@H:31]([CH2:35][C:36]1[CH:41]=[CH:40][C:39]([O:42][C@@H:43]([C:45](=[O:62])[NH:46][CH2:47][CH2:48][C:49]2C=C[C:52](OC3C=CC=CC=3)=[CH:51][CH:50]=2)C)=[CH:38][CH:37]=1)[C:32]([OH:34])=[O:33])C>>[CH2:47]([NH:46][C:45]([CH2:43][O:42][C:39]1[CH:40]=[CH:41][C:36]([CH2:35][C@H:31]([O:30][CH3:28])[C:32]([OH:34])=[O:33])=[CH:37][CH:38]=1)=[O:62])[CH2:48][CH2:49][CH2:50][CH2:51][CH3:52]. Procedure details: The title compound was prepared from (2S)-3-(4-carboxymethoxy-phenyl)-2-methoxy-propionic acid ethyl ester (PREPARATION 3, step 2) and hexylamine via the same procedure used for the preparation of (2S,1R)-2-Ethoxy-3-(4-{1-[2-(4-phenoxy-phenyl)-ethylcarbamoyl]-ethoxy}-phenyl)-propionic acid (Example 1, step 3) to produce a colorless oil. MS (ES) for C18H27NO5 [M−H]−: 338. Reactants: Cl (HCl), FC1=CC(=NC=C1)N (4-fluoro-pyridin-2-ylamine), BrN1C(CCC1=O)=O (N-bromosuccinimide). Run in C(C)#N (acetonitrile). Run at temperature 0 celsius, time 1 hour. Yields the product Cl.BrC=1C(=CC(=NC1)N)F (5-Bromo-4-fluoro-pyridin-2-ylamine mono HCl salt), Cl (HCl). Reaction SMILES: [ClH:1].[F:2][C:3]1[CH:8]=[CH:7][N:6]=[C:5]([NH2:9])[CH:4]=1.[Br:10]N1C(=O)CCC1=O>C(#N)C>[ClH:1].[Br:10][C:8]1[C:3]([F:2])=[CH:4][C:5]([NH2:9])=[N:6][CH:7]=1.[ClH:1] |f:4.5|. Procedure details: To mono HCl salt of 4-fluoro-pyridin-2-ylamine (xviii) (3 g, 20.2 mmol) in acetonitrile at 0° C. was added in 3 portions N-bromosuccinimide (3.59 g, 20.2 mmol) over 1.5 h. The RM was stirred 1 h at 0° C. and the precipitate was filtered and dried under vacuo to give the title compound as mono HCl salt (tR 1.61 min (conditions 8), MH+=191, 193). The reactants are Cl (hydrochloric acid), S1C(=NC=C1)C1=CC=C(C=O)C=C1 (4-(2-thiazolyl)benzaldehyde), Cl(=O)[O-].[Na+] (sodium chlorite), P(=O)(O)(O)[O-].[Na+] (sodium dihydrogenphosphate), CC(C)=CC (2-methyl-2-butene). The solvent is O (water), O1CCCC1 (tetrahydrofuran), C(C)(C)(C)O (tert-butanol). Conditions: time 3 hour. The product is S1C(=NC=C1)C1=CC=C(C(=O)O)C=C1 (4-(2-thiazolyl)benzoic acid). Yield: 81.2%. Reaction SMILES: [S:1]1[CH:5]=[CH:4][N:3]=[C:2]1[C:6]1[CH:13]=[CH:12][C:9]([CH:10]=[O:11])=[CH:8][CH:7]=1.Cl([O-])=[O:15].[Na+].P([O-])(O)(O)=O.[Na+].CC(=CC)C.Cl>O.O1CCCC1.C(O)(C)(C)C>[S:1]1[CH:5]=[CH:4][N:3]=[C:2]1[C:6]1[CH:7]=[CH:8][C:9]([C:10]([OH:15])=[O:11])=[CH:12][CH:13]=1 |f:1.2,3.4|. Procedure details: A mixture of 4-(2-thiazolyl)benzaldehyde (4.6 g, 24 mmol), sodium chlorite (5.5 g, 61 mmols), sodium dihydrogenphosphate (3.2 g, 27 mmols), 2-methyl-2-butene (8.6 g, 120 mmols), tert-butanol (40 ml), tetrahydrofuran (40 ml) and water (20 ml) was stirred at room temperature for 3 hours. The mixture was poured into 1 N hydrochloric acid, and the precipitate formed was taken out through filtration and dried. Thus was obtained a solid of 4-(2-thiazolyl)benzoic acid (4.0 g, 79%).